From a dataset of the Open Reaction Database (ORD), a public repository of structured organic reaction records. describe an organic reaction: reactants, conditions, products, and yield Reactants: C(C)=O (acetaldehyde), CC1=C(C(CC=C1)(C)C)C(C)=O (2,6,6-trimethyl-1-acetylcyclohexa-1,3-diene), C (methane), C(C)=O (acetaldehyde). Solvent: C(C)(=O)O (acetic acid), C(C)(=O)O (acetic acid). Run at temperature 10 celsius. The product is OC(CC(=O)C1=C(C=CCC1(C)C)C)C.CC(CC)=O (3-HYDROXY-1-(2,6,6-TRIMETHYL-1,3-CYCLOHEXADIEN-1-YL)-1-BUTANONE BUTANONE). RXN SMILES: [CH3:1][C:2]1[CH:7]=[CH:6][CH2:5][C:4]([CH3:9])([CH3:8])[C:3]=1[C:10](=[O:12])[CH3:11].C.[CH:14](=[O:16])[CH3:15]>C(O)(=O)C>[OH:16][CH:14]([CH3:15])[CH2:11][C:10]([C:3]1[C:4]([CH3:8])([CH3:9])[CH2:5][CH:6]=[CH:7][C:2]=1[CH3:1])=[O:12].[CH3:11][C:10](=[O:12])[CH2:3][CH3:2] |f:4.5|. Procedure: Into a 2-liter reaction flask equipped with a mechanical stirrer, cooling bath, 250 ml addition funnel, nitrogen purge, water-cooled condenser, gas bubbler and thermometer, is placed 427 ml (1.3 moles) of a 3-molar solution of methyl magnesium chloride in tetrahydrofuran. 200 Grams (1.22 moles) of 2,6,6-trimethyl-1-acetylcyclohexa-1,3-diene are added dropwise from the addition funnel at a rate sufficient to produce methane. Cooling is applied as necessary to maintain the reaction temperature bet... The reactants are CCC1=C2c3cc4c(cc3CC[NH+]2Cc2c1ccc(OC)c2OC)OCO4, C=CC[Mg+], CCOCC, [Cl-], [I-], C1CCOC1. Product: C=CCC1c2c(ccc(OC)c2OC)C(CC)=C2c3cc4c(cc3CCN21)OCO4. RXN SMILES: [CH2:1]([CH3:2])[C:3]1=[C:12]2[NH+:11]([CH2:10][c:9]3[c:4]1[cH:5][cH:6][c:7]([O:26][CH3:27])[c:8]3[O:24][CH3:25])[CH2:20][CH2:19][c:18]1[c:13]2[cH:14][c:15]2[c:16]([cH:17]1)[O:21][CH2:22][O:23]2.[CH2:30]([CH:31]=[CH2:32])[Mg+:33].[CH3:39][CH2:40][O:41][CH2:42][CH3:43].[Cl-:29].[I-:28].[O:34]1[CH2:35][CH2:36][CH2:37][CH2:38]1>>[CH2:1]([CH3:2])[C:3]1=[C:12]2[N:11]([CH:10]([CH2:32][CH:31]=[CH2:30])[c:9]3[c:4]1[cH:5][cH:6][c:7]([O:26][CH3:27])[c:8]3[O:24][CH3:25])[CH2:20][CH2:19][c:18]1[c:13]2[cH:14][c:15]2[c:16]([cH:17]1)[O:21][CH2:22][O:23]2. The product is ClC=1C=C(COC2=CC=C3CC(C(NC3=C2)=O)CC(=O)OCC)C=CC1 (Ethyl 2-(7-((3-chlorobenzyl)oxy)-2-oxo-1,2,3,4-tetrahydroquinolin-3-yl)acetate). The solvent is C1(=CC=CC=C1)C (toluene). Procedure: To crude tert-butyl 7-((3-chlorobenzyl)oxy)-3-(2-ethoxy-2-oxoethyl)-2-oxo-3,4-dihydroquinoline-1(2H)-carboxylate (115.7 g, 244.1 mmol) was added a 4.0 M 1,4-dioxane hydrochloride solution (200 mL, 0.8 mol) in an ice bath. After addition, the ice bath was removed and the reaction was warmed to ambient temperature. The reaction was concentrated to a yellow oil and azeotroped with toluene (2×250 mL) to furnish a brown oil. The oil was diluted in toluene (400 mL) followed by 2-propanol (400 mL). The... Starting materials: ClC=1C=C(COC2=CC=C3CC(C(N(C3=C2)C(=O)OC(C)(C)C)=O)CC(=O)OCC)C=CC1 (tert-butyl 7-((3-chlorobenzyl)oxy)-3-(2-ethoxy-2-oxoethyl)-2-oxo-3,4-dihydroquinoline-1(2H)-carboxylate), Cl.O1CCOCC1 (1,4-dioxane hydrochloride), CC(C)O (2-propanol). Reaction SMILES: [Cl:1][C:2]1[CH:3]=[C:4]([CH:31]=[CH:32][CH:33]=1)[CH2:5][O:6][C:7]1[CH:16]=[C:15]2[C:10]([CH2:11][CH:12]([CH2:25][C:26]([O:28][CH2:29][CH3:30])=[O:27])[C:13](=[O:24])[N:14]2C(OC(C)(C)C)=O)=[CH:9][CH:8]=1.Cl.O1CCOCC1.CC(O)C>C1(C)C=CC=CC=1>[Cl:1][C:2]1[CH:3]=[C:4]([CH:31]=[CH:32][CH:33]=1)[CH2:5][O:6][C:7]1[CH:16]=[C:15]2[C:10]([CH2:11][CH:12]([CH2:25][C:26]([O:28][CH2:29][CH3:30])=[O:27])[C:13](=[O:24])[NH:14]2)=[CH:9][CH:8]=1 |f:1.2|. Conditions: time 3 hour. Starting materials: C1(=CC=C(C=C1)S(=O)(=O)O)C (p-toluenesulfonic acid), ( 2 ), C(=O)(O)[O-].[Na+] (NaHCO3), ( 5 ), ( 35 ), ( 20 ), ( 12 ), ( 3 ), C(C)OC(C)OCCC#CCC#CC(C)OC(C1=CC=CC=C1)=O (1-Ethoxyethyloxy-8-benzoyloxy-3,6-nonadiyne), ( 100 ). The product is C(CC#CCC#CC(C)O)O (3,6-nonadiyn-1,8-diol). Reaction SMILES: C1(C)C=CC(S(O)(=O)=O)=CC=1.C(OC([O:17][CH2:18][CH2:19][C:20]#[C:21][CH2:22][C:23]#[C:24][CH:25]([O:27]C(=O)C1C=CC=CC=1)[CH3:26])C)C.C([O-])(O)=O.[Na+]>CO>[CH2:18]([OH:17])[CH2:19][C:20]#[C:21][CH2:22][C:23]#[C:24][CH:25]([OH:27])[CH3:26] |f:2.3|. The solvent is CO (methanol). Procedure: A mixture of crude I in about 100 mL of methanol was treated with approximately 0.3 g of p-toluenesulfonic acid. After about 3 hours TLC analysis indicated almost no starting material remained. GC/MS analysis showed one long retention time component (>95%) MS (rel. intensity) 256 (0.5, M+), 255 (3), 226 (1), 134 (5), 133 (2), 105 (100), 91 (12), 77 (35), and 51 (20). This mixture was treated with about 5 mL of saturated NaHCO3, and the solvent was removed in vacuo. The residue was taken up in et... Starting materials: C(C)(C)OC(=O)N=NC(=O)OC(C)C.C1(=CC=CC=C1)C (azodicarboxylic acid diisopropyl ester toluene), ix, C(C1=CC=CC=C1)(=O)O (benzoic acid), C1(=CC=CC=C1)P(C1=CC=CC=C1)C1=CC=CC=C1 (triphenylphosphine), C[C@H](C[C@@H](C)O)O ((2R,4R)-2,4-pentanediol). Run in C1CCOC1 (THF), O (Water), C1CCOC1 (THF). Product: C(C1=CC=CC=C1)(=O)O[C@H](C[C@@H](C)O)C ((4S,2R)-4-benzoyloxypentane-2-ol). Reaction SMILES: [C:1]([OH:9])(=[O:8])[C:2]1[CH:7]=[CH:6][CH:5]=[CH:4][CH:3]=1.C1(P(C2C=CC=CC=2)C2C=CC=CC=2)C=CC=CC=1.[CH3:29][C@@H:30](O)[CH2:31][C@H:32]([OH:34])[CH3:33].C(OC(N=NC(OC(C)C)=O)=O)(C)C.C1(C)C=CC=CC=1>C1COCC1.O>[C:1]([O:9][C@@H:30]([CH3:29])[CH2:31][C@H:32]([OH:34])[CH3:33])(=[O:8])[C:2]1[CH:7]=[CH:6][CH:5]=[CH:4][CH:3]=1 |f:3.4|. Procedure details: After benzoic acid (300.6 mg, 2.46 mmol), triphenylphosphine (776.2 mg, 2.95 mmol), (2R,4R)-2,4-pentanediol (309.1 mg, 2.95 mmol), and THF (12 mL) were added to a 50 ml flask, a 40% azodicarboxylic acid diisopropyl ester-toluene solution (1.55 ml, 2.95 mmol) dissolved in THF (6 ml) was added dropwise thereto at 20° C., and the reaction was allowed to proceed for ix hours. Water (0.5 ml) was added, and concentration was carried out. Then, water (10 ml) was added to the solution, and extraction wa... Starting materials: S (hydrogen sulphide), ClC1=CC=CC2=C1C(N(CC=1N2C=NC1C#N)C)=O (7-chloro-5-methyl-6-oxo-5,6-dihydro-4H-imidazo[1,5-a][1,4]benzodiazepine-3-carbonitrile). Solvent: C(C)N(CC)CC (triethylamine), N1=CC=CC=C1 (pyridine). Reaction conditions: time 64 hour. Yields the product ClC1=CC=CC2=C1C(N(CC=1N2C=NC1C(N)=S)C)=O (7-chloro-5-methyl-6-oxo-5,6-dihydro-4H-imidazo[1,5-a][1,4]benzodiazepine-3-thiocarboxamide). The yield is 87.0%. RXN SMILES: [SH2:1].[Cl:2][C:3]1[C:8]2[C:9](=[O:20])[N:10]([CH3:19])[CH2:11][C:12]3[N:13]([CH:14]=[N:15][C:16]=3[C:17]#[N:18])[C:7]=2[CH:6]=[CH:5][CH:4]=1>N1C=CC=CC=1.C(N(CC)CC)C>[Cl:2][C:3]1[C:8]2[C:9](=[O:20])[N:10]([CH3:19])[CH2:11][C:12]3[N:13]([CH:14]=[N:15][C:16]=3[C:17](=[S:1])[NH2:18])[C:7]=2[CH:6]=[CH:5][CH:4]=1. Procedure details: A stream of hydrogen sulphide was conducted for 1 hr. through a solution of 9.64 g (0.354 mol) of 7-chloro-5-methyl-6-oxo-5,6-dihydro-4H-imidazo[1,5-a][1,4]benzodiazepine-3-carbonitrile in 210 ml of pyridine and 2.1 ml of triethylamine. The green solution was left to stand for 64 hrs., then de-gassed with a stream of nitrogen and subsequently completely freed from the solvents. The solid residue was partitioned between dichloromethane and water and the suspension obtained was suction filtered. T...